This data is from the Open Reaction Database (ORD), a public repository of structured organic reaction records. The task is: describe an organic reaction: reactants, conditions, products, and yield Starting materials: C(C)O (ethanol), [H-].[Na+] (sodium hydride), ClC1=NC=C(C(=O)NC=2SC3=C(N2)C(=CC=C3N3CCOCC3)OC)C=C1 (6-chloro-N-(4-methoxy-7-morpholin-4-yl-benzothiazol-2-yl)-nicotinamide). The solvent is O1CCOCC1 (dioxane). Reaction conditions: temperature 50 celsius. The product is C(C)OC1=NC=C(C(=O)NC=2SC3=C(N2)C(=CC=C3N3CCOCC3)OC)C=C1 (6-ethoxy-N-(4-methoxy-7-morpholin-4-yl-benzothiazol-2-yl)-nicotinamide). Yield: 53.0%. RXN SMILES: [CH2:1]([OH:3])[CH3:2].[H-].[Na+].Cl[C:7]1[CH:32]=[CH:31][C:10]([C:11]([NH:13][C:14]2[S:15][C:16]3[C:22]([N:23]4[CH2:28][CH2:27][O:26][CH2:25][CH2:24]4)=[CH:21][CH:20]=[C:19]([O:29][CH3:30])[C:17]=3[N:18]=2)=[O:12])=[CH:9][N:8]=1>O1CCOCC1>[CH2:1]([O:3][C:7]1[CH:32]=[CH:31][C:10]([C:11]([NH:13][C:14]2[S:15][C:16]3[C:22]([N:23]4[CH2:24][CH2:25][O:26][CH2:27][CH2:28]4)=[CH:21][CH:20]=[C:19]([O:29][CH3:30])[C:17]=3[N:18]=2)=[O:12])=[CH:9][N:8]=1)[CH3:2] |f:1.2|. Procedure: To a stirred solution of 0.24 ml (4.94 mmol) ethanol in 5 ml dioxane at room temperature was added 270 mg (6.18 mmol) sodium hydride (55% dispersion in mineral oil) and the mixture heated at 50° C. for 30 min. 500 mg (1.23 mmol) 6-chloro-N-(4-methoxy-7-morpholin-4-yl-benzothiazol-2-yl)-nicotinamide was then added and the mixture heated at 80° C. for 16 h. The reaction mixture was then cooled to room temperature and poured onto water. The mixture was extracted three times with dichloromethane, an... The reactants are NC1=C(C=CC=C1)B(O)O (2-Aminophenylboronic acid), BrC1=C(N=C(N1C)C)C#N (5-bromo-1,2-dimethyl-1H-imidazole-4-carbonitrile), C(CC)O (n-propanol), C([O-])([O-])=O.[Na+].[Na+] (sodium carbonate). The reagents and catalysts are C(C)(=O)[O-].[Pd+2].C(C)(=O)[O-] (Palladium (II) acetate), C1(=CC=CC=C1)P(C1=CC=CC=C1)C1=CC=CC=C1 (triphenylphosphine). Run in C1(=CC=CC=C1)C (toluene), O (water). Run at temperature 100 celsius. The product is NC1=C(C=CC=C1)C1=C(N=C(N1C)C)C#N (5-(2-aminophenyl)-1,2-dimethyl-1H-imidazole-4-carbonitrile). The yield is 98.9%. RXN SMILES: [NH2:1][C:2]1[CH:7]=[CH:6][CH:5]=[CH:4][C:3]=1B(O)O.Br[C:12]1[N:16]([CH3:17])[C:15]([CH3:18])=[N:14][C:13]=1[C:19]#[N:20].C(O)CC.C(=O)([O-])[O-].[Na+].[Na+]>C1(C)C=CC=CC=1.C([O-])(=O)C.[Pd+2].C([O-])(=O)C.C1(P(C2C=CC=CC=2)C2C=CC=CC=2)C=CC=CC=1.O>[NH2:1][C:2]1[CH:7]=[CH:6][CH:5]=[CH:4][C:3]=1[C:12]1[N:16]([CH3:17])[C:15]([CH3:18])=[N:14][C:13]=1[C:19]#[N:20] |f:3.4.5,7.8.9|. Reported procedure: 2-Aminophenylboronic acid (238 mg, 1.74 mmol), 5-bromo-1,2-dimethyl-1H-imidazole-4-carbonitrile (0.200 g, 1.00 mmol), and n-propanol (1.75 mL) were combined and placed under a nitrogen atmosphere. Palladium (II) acetate (134 μL of a 5 mg/mL solution in toluene, 0.003 mmol), triphenylphosphine (2.4 mg, 0.009 mmol), aqueous sodium carbonate (0.600 mL of 2 M) and water (0.350 mL) were added, and the vessel was evacuated and filled with nitrogen three times. The reaction was sealed and heated under ... The reactants are CCN(C(C)C)C(C)C, ClCCl, O, O=S(Cl)Cl, CC(CO)Nc1ccccn1. Yields the product CC1COS(=O)N1c1ccccn1. RXN SMILES: [CH:12]([N:13]([CH2:14][CH3:15])[CH:16]([CH3:17])[CH3:18])([CH3:19])[CH3:20].[Cl:26][CH2:27][Cl:28].[OH2:25].[S:21](=[O:22])([Cl:23])[Cl:24].[n:1]1[c:2]([NH:7][CH:8]([CH2:9][OH:10])[CH3:11])[cH:3][cH:4][cH:5][cH:6]1>>[n:1]1[c:2]([N:7]2[CH:8]([CH3:11])[CH2:9][O:10][S:21]2=[O:22])[cH:3][cH:4][cH:5][cH:6]1. Reactants: CCOC(C)=O, CCCCCC, Cc1cc2c(c(C)c1NC(=O)CC(C)(C)C)C(c1ccc(C(C)C)cc1)CO2, ClC(Cl)Cl. Yields the product CC(=O)c1c(C)c(NC(=O)CC(C)(C)C)c(C)c2c1OCC2c1ccc(C(C)C)cc1. RXN SMILES: [C:29]([CH3:30])(=[O:31])[O:32][CH2:33][CH3:34].[CH3:35][CH2:36][CH2:37][CH2:38][CH2:39][CH3:40].[CH:1]([CH3:2])([CH3:3])[c:4]1[cH:5][cH:6][c:7]([CH:10]2[CH2:11][O:12][c:13]3[c:14]2[c:15]([CH3:28])[c:16]([NH:20][C:21]([CH2:22][C:23]([CH3:24])([CH3:25])[CH3:26])=[O:27])[c:17]([CH3:19])[cH:18]3)[cH:8][cH:9]1.[CH:41]([Cl:42])([Cl:43])[Cl:44]>>[CH:1]([CH3:2])([CH3:3])[c:4]1[cH:5][cH:6][c:7]([CH:10]2[CH2:11][O:12][c:13]3[c:14]2[c:15]([CH3:28])[c:16]([NH:20][C:21]([CH2:22][C:23]([CH3:24])([CH3:25])[CH3:26])=[O:27])[c:17]([CH3:19])[c:18]3[C:29]([CH3:30])=[O:31])[cH:8][cH:9]1. Starting materials: [Br-], CCC[Mg+], COC(=O)c1ccc(C=O)cc1, C1CCOC1. Yields the product CCCC(O)c1ccc(C(=O)OC)cc1. As a reaction SMILES: [Br-:13].[CH2:14]([CH2:15][CH3:16])[Mg+:17].[CH:1](=[O:2])[c:3]1[cH:4][cH:5][c:6]([C:7](=[O:8])[O:9][CH3:10])[cH:11][cH:12]1.[O:18]1[CH2:19][CH2:20][CH2:21][CH2:22]1>>[CH:1]([OH:2])([c:3]1[cH:4][cH:5][c:6]([C:7](=[O:8])[O:9][CH3:10])[cH:11][cH:12]1)[CH2:14][CH2:15][CH3:16]. The solvent is C(C)OCC (diethyl ether), C(C)OCC (diethyl ether). Reported procedure: In a 2-liter three-neck flask equipped with a stirrer, reflux condenser, dropping funnel, and thermometer were placed 30 g (1.2 gram atom) of magnesium powder, 170 g (1.00 mol) of silicon tetrachloride, and 500 ml of diethyl ether. The flask was cooled below 10° C. A mixture of 100.0 g (0.639 mol) of p-methoxybenzyl chloride and 200 ml of diethyl ether was added dropwise with stirring for the dropping funnel over 4 hours. After aging at room temperature for 1 hour, excess magnesium and magnesium... As a reaction SMILES: [Mg].[Si:2]([Cl:6])(Cl)([Cl:4])[Cl:3].[CH3:7][O:8][C:9]1[CH:16]=[CH:15][C:12]([CH2:13]Cl)=[CH:11][CH:10]=1>C(OCC)C>[CH3:7][O:8][C:9]1[CH:16]=[CH:15][C:12]([CH2:13][Si:2]([Cl:6])([Cl:4])[Cl:3])=[CH:11][CH:10]=1. Run at time 4 hour. Starting materials: [Mg] (magnesium), [Si](Cl)(Cl)(Cl)Cl (silicon tetrachloride), COC1=CC=C(CCl)C=C1 (p-methoxybenzyl chloride). Yield: 26.9%. The product is COC1=CC=C(C[Si](Cl)(Cl)Cl)C=C1 (p-methoxybenzyltrichlorosilane). Reactants: ester, CC=1CS[C@H]2N(C1C(=O)O)C([C@H]2NC(CC2=CC=CC=C2)=O)=O ((6R,7R)-3-methyl-7-phenylacetamidoceph-3-em-4-carboxylic acid), N1=CC=CC=C1 (pyridine), P(Cl)(Cl)(Cl)(Cl)Cl (phosphorus pentachloride). The solvent is C(Cl)Cl (methylene chloride), P(=O)([O-])([O-])[O-] (phosphate). Reaction conditions: time 25 minute. Product: N[C@H]1[C@@H]2N(C(=C(CS2)C)C(=O)O)C1=O ((6R,7R)-7-Amino-3-Methylceph-3-em-4-Carboxylic Acid). RXN SMILES: N1C=CC=CC=1.P(Cl)(Cl)(Cl)(Cl)Cl.[CH3:13][C:14]1[CH2:15][S:16][C@@H:17]2[C@H:24]([NH:25]C(=O)CC3C=CC=CC=3)[C:23](=[O:35])[N:18]2[C:19]=1[C:20]([OH:22])=[O:21]>C(Cl)Cl.P([O-])([O-])([O-])=O>[NH2:25][C@@H:24]1[C:23](=[O:35])[N:18]2[C:19]([C:20]([OH:22])=[O:21])=[C:14]([CH3:13])[CH2:15][S:16][C@H:17]12. Procedure details: Dry pyridine (2.0 ml. 2.4 × 10-2 mole) was added dropwise over 1 minute to a stirred suspension of phosphorus pentachloride (5.12g, 2.4 × 10-2 mole) in methylene chloride (50 ml.) and the mixture stirred at 25°-30° for 25 minutes and then cooled to -10°. The polymer ester of (6R,7R)-3-methyl-7-phenylacetamidoceph-3-em-4-carboxylic acid (10.5g, containing 1.04 × 10-2 mole cephalosporin moiety) prepared as in example 8, was then added and washed in with methylene chloride (30 ml.). The slurry was ... Starting materials: CC(C)O, CCOC(=O)CCc1cc2cc(-c3noc(-c4ccc(OC(C)C)c(Cl)c4)n3)cc(F)c2[nH]1, Cl, [Na+], [OH-]. Product: CC(C)Oc1ccc(-c2nc(-c3cc(F)c4[nH]c(CCC(=O)O)cc4c3)no2)cc1Cl. As a reaction SMILES: [CH:37]([OH:38])([CH3:39])[CH3:40].[Cl:1][c:2]1[cH:3][c:4](-[c:12]2[n:13][c:14](-[c:17]3[cH:18][c:19]4[cH:20][c:21]([CH2:27][CH2:28][C:29](=[O:30])[O:31][CH2:32][CH3:33])[nH:22][c:23]4[c:24]([F:26])[cH:25]3)[n:15][o:16]2)[cH:5][cH:6][c:7]1[O:8][CH:9]([CH3:10])[CH3:11].[ClH:36].[Na+:35].[OH-:34]>>[Cl:1][c:2]1[cH:3][c:4](-[c:12]2[n:13][c:14](-[c:17]3[cH:18][c:19]4[cH:20][c:21]([CH2:27][CH2:28][C:29](=[O:30])[OH:31])[nH:22][c:23]4[c:24]([F:26])[cH:25]3)[n:15][o:16]2)[cH:5][cH:6][c:7]1[O:8][CH:9]([CH3:10])[CH3:11]. The reactants are ClC=1C=CC2=C(CCC=3C(=NC=CC3)C2=C2CCN(CC2)C(=O)C(CO)C2=CC=CC=C2)C1 (8-chloro-11-[1-(2-hydroxy-1-phenylethylcarbonyl)-4-piperidylidene]-6,11-dihydro-5H-benzo[5,6]cyclohepta-[1,2-b]pyridine), CS(=O)(=O)Cl (methanesulfonyl chloride). The solvent is N1=CC=CC=C1 (pyridine). Yields the product ClC=1C=CC2=C(CCC=3C(=NC=CC3)C2=C2CCN(CC2)C(=O)C(COS(=O)(=O)C)C2=CC=CC=C2)C1 (8-CHLORO-11-[1-(2-METHYLSULFONYLOXY-1-PHENYLETHYLCARBONYL)-4-PIPERIDYLIDENE]-6,11-DIHYDRO-5H-BENZO[5,6]CYCLOHEPTA[1,2-b]-PYRIDINE). As a reaction SMILES: [Cl:1][C:2]1[CH:3]=[CH:4][C:5]2[C:15](=[C:16]3[CH2:21][CH2:20][N:19]([C:22]([CH:24]([C:27]4[CH:32]=[CH:31][CH:30]=[CH:29][CH:28]=4)[CH2:25][OH:26])=[O:23])[CH2:18][CH2:17]3)[C:10]3=[N:11][CH:12]=[CH:13][CH:14]=[C:9]3[CH2:8][CH2:7][C:6]=2[CH:33]=1.[CH3:34][S:35](Cl)(=[O:37])=[O:36]>N1C=CC=CC=1>[Cl:1][C:2]1[CH:3]=[CH:4][C:5]2[C:15](=[C:16]3[CH2:21][CH2:20][N:19]([C:22]([CH:24]([C:27]4[CH:32]=[CH:31][CH:30]=[CH:29][CH:28]=4)[CH2:25][O:26][S:35]([CH3:34])(=[O:37])=[O:36])=[O:23])[CH2:18][CH2:17]3)[C:10]3=[N:11][CH:12]=[CH:13][CH:14]=[C:9]3[CH2:8][CH2:7][C:6]=2[CH:33]=1. Reported procedure: Dissolve 0.40 g (0.9 m mole) of 8-chloro-11-[1-(2-hydroxy-1-phenylethylcarbonyl)-4-piperidylidene]-6,11-dihydro-5H-benzo[5,6]cyclohepta-[1,2-b]pyridine (Example 41 of Table 2) in 10 mL of pyridine and stir under nitrogen. Add 0.15 g (1.3 m mole) of methanesulfonyl chloride and stir for 20 hours. Concentrate under vacuo and triturate the residue with ether. Purify the resulting solid by silica gel chromatography using 2% MeOH saturated with ammonia, and 98% CH2 Cl2 as the solvent. The product is ... The reactants are BrC1=C(C=CC=C1C)OC (2-bromo-1-methoxy-3-methylbenzene), C(#N)[Cu] (CuCN), CN(C)C=O (DMF). Solvent: C(Cl)Cl (DCM). Run at temperature 150 celsius. Yields the product COC1=C(C#N)C(=CC=C1)C (2-methoxy-6-methylbenzonitrile). Reaction SMILES: Br[C:2]1[C:7]([CH3:8])=[CH:6][CH:5]=[CH:4][C:3]=1[O:9][CH3:10].[C:11]([Cu])#[N:12].CN(C=O)C>C(Cl)Cl>[CH3:10][O:9][C:3]1[CH:4]=[CH:5][CH:6]=[C:7]([CH3:8])[C:2]=1[C:11]#[N:12]. Procedure: To a flask containing a stir bar was added 2-bromo-1-methoxy-3-methylbenzene (7.5 g, 37 mmol), CuCN (6.7 g, 75 mmol) followed by addition of DMF (60 mL); the resulting mixture was then refluxed at 150° C. overnight. When the reaction was complete, as evidenced by LC analysis, the reaction flask was taken out of the oil bath and cooled to room temperature. To the reaction mixture was then poured DCM (20 mL) and a precipitate formed immediately. The solids were filtered, re-dissolved in DCM, absor...